This data is from the Open Reaction Database (ORD), a public repository of structured organic reaction records. The task is: describe an organic reaction: reactants, conditions, products, and yield Reactants: BrC1=CC=C(C=C1)CC(=O)N(C)C (2-(4-bromophenyl)-N,N-dimethylacetamide), FC(C1=NNC=2CCCCC12)(F)F (3-(trifluoromethyl)-4,5,6,7-tetrahydro-1H-indazole). Product: CN(C(CC1=CC=C(C=C1)N1N=C(C=2CCCCC12)C(F)(F)F)=O)C (N,N-dimethyl-2-{4-[3-(trifluoromethyl)-4,5,6,7-tetrahydro-1H-indazol-1-yl]phenyl}acetamide). RXN SMILES: Br[C:2]1[CH:7]=[CH:6][C:5]([CH2:8][C:9]([N:11]([CH3:13])[CH3:12])=[O:10])=[CH:4][CH:3]=1.[F:14][C:15]([F:26])([F:25])[C:16]1[C:24]2[CH2:23][CH2:22][CH2:21][CH2:20][C:19]=2[NH:18][N:17]=1>>[CH3:12][N:11]([CH3:13])[C:9](=[O:10])[CH2:8][C:5]1[CH:6]=[CH:7][C:2]([N:18]2[C:19]3[CH2:20][CH2:21][CH2:22][CH2:23][C:24]=3[C:16]([C:15]([F:14])([F:26])[F:25])=[N:17]2)=[CH:3][CH:4]=1. Procedure details: The title compound was prepared from 2-(4-bromophenyl)-N,N-dimethylacetamide and 3-(trifluoromethyl)-4,5,6,7-tetrahydro-1H-indazole using a similar procedure to that described for Example 7. Reactants: ClCCl, ClC(Cl)Cl, O=C(Cl)C(=O)Cl, O=C(O)c1ccc(Cl)s1, CN(C)C=O, c1ccncc1, Nc1cccnc1NCC1CCN(c2ccncc2)CC1. Product: O=C(Nc1cccnc1NCC1CCN(c2ccncc2)CC1)c1ccc(Cl)s1. As a reaction SMILES: [CH2:37]([Cl:38])[Cl:39].[CH:51]([Cl:52])([Cl:53])[Cl:54].[Cl:10][C:11]([C:12]([Cl:13])=[O:14])=[O:15].[Cl:1][c:2]1[cH:3][cH:4][c:5]([C:7](=[O:8])[OH:9])[s:6]1.[O:40]=[CH:41][N:42]([CH3:43])[CH3:44].[cH:45]1[cH:46][cH:47][n:48][cH:49][cH:50]1.[n:16]1[cH:17][cH:18][c:19]([N:22]2[CH2:23][CH2:24][CH:25]([CH2:28][NH:29][c:30]3[n:31][cH:32][cH:33][cH:34][c:35]3[NH2:36])[CH2:26][CH2:27]2)[cH:20][cH:21]1>>[Cl:1][c:2]1[cH:3][cH:4][c:5]([C:7](=[O:9])[NH:36][c:35]2[c:30]([NH:29][CH2:28][CH:25]3[CH2:24][CH2:23][N:22]([c:19]4[cH:18][cH:17][n:16][cH:21][cH:20]4)[CH2:27][CH2:26]3)[n:31][cH:32][cH:33][cH:34]2)[s:6]1. Starting materials: FC1=CC=CC(=N1)N (6-fluoropyridin-2-amine), COCC1NCCC1 (2-(methoxymethyl)pyrrolidine). The solvent is O (water). Reaction conditions: temperature 205 celsius. Yields the product COCC1N(CCC1)C1=CC=CC(=N1)N (6-(2-(methoxymethyl)pyrrolidin-1-yl)pyridin-2-amine). The yield is 73.6%. RXN SMILES: F[C:2]1[N:7]=[C:6]([NH2:8])[CH:5]=[CH:4][CH:3]=1.[CH3:9][O:10][CH2:11][CH:12]1[CH2:16][CH2:15][CH2:14][NH:13]1>O>[CH3:9][O:10][CH2:11][CH:12]1[CH2:16][CH2:15][CH2:14][N:13]1[C:2]1[N:7]=[C:6]([NH2:8])[CH:5]=[CH:4][CH:3]=1. Procedure details: A mixture of 6-fluoropyridin-2-amine (0.5 g, 4.46 mmol) and 2-(methoxymethyl)pyrrolidine (0.617 g, 5.35 mmol) in water (0.2 mL) was heated to 205° C. for 0.5 h in a sealed tube in a microwave oven then concentrated in vacuo. The residue was purified by chromatography (silica gel, 10 g, 200˜300 mesh, ethyl acetate:petroleum ether=1:15) to afford 6-(2-(methoxymethyl)pyrrolidin-1-yl)pyridin-2-amine (0.68 g, 74%) as a yellow oil. LC-MS: [M+1]+=208, tR=1.052 min. Reaction SMILES: [C:31](=[O:32])([O:33][C:34]([CH3:35])([CH3:36])[CH3:37])[N:38]1[CH2:39][CH2:40][NH:41][CH2:42][CH2:43]1.[Cl:1][c:2]1[cH:3][c:4]2[c:5]([s:6][c:7]([S:10](=[O:11])(=[O:12])[N:13]3[CH2:14][CH2:15][N:16]([c:19]4[n:20][cH:21][cH:22][cH:23][c:24]4[C:25]([F:26])([F:27])[F:28])[CH2:17][CH2:18]3)[c:8]2[CH3:9])[cH:29][cH:30]1.[O:46]=[C:47]([CH:48]=[CH:49][c:50]1[cH:51][cH:52][cH:53][cH:54][cH:55]1)[CH:56]=[CH:57][c:58]1[cH:59][cH:60][cH:61][cH:62][cH:63]1.[O:64]=[C:65]([CH:66]=[CH:67][c:68]1[cH:69][cH:70][cH:71][cH:72][cH:73]1)[CH:74]=[CH:75][c:76]1[cH:77][cH:78][cH:79][cH:80][cH:81]1.[O:82]=[C:83]([CH:84]=[CH:85][c:86]1[cH:87][cH:88][cH:89][cH:90][cH:91]1)[CH:92]=[CH:93][c:94]1[cH:95][cH:96][cH:97][cH:98][cH:99]1.[Pd:44].[Pd:45]>>[c:2]1([N:41]2[CH2:40][CH2:39][N:38]([C:31](=[O:32])[O:33][C:34]([CH3:35])([CH3:36])[CH3:37])[CH2:43][CH2:42]2)[cH:3][c:4]2[c:5]([s:6][c:7]([S:10](=[O:11])(=[O:12])[N:13]3[CH2:14][CH2:15][N:16]([c:19]4[n:20][cH:21][cH:22][cH:23][c:24]4[C:25]([F:26])([F:27])[F:28])[CH2:17][CH2:18]3)[c:8]2[CH3:9])[cH:29][cH:30]1. Yields the product Cc1c(S(=O)(=O)N2CCN(c3ncccc3C(F)(F)F)CC2)sc2ccc(N3CCN(C(=O)OC(C)(C)C)CC3)cc12. Reactants: CC(C)(C)OC(=O)N1CCNCC1, Cc1c(S(=O)(=O)N2CCN(c3ncccc3C(F)(F)F)CC2)sc2ccc(Cl)cc12, O=C(C=Cc1ccccc1)C=Cc1ccccc1, O=C(C=Cc1ccccc1)C=Cc1ccccc1, O=C(C=Cc1ccccc1)C=Cc1ccccc1, [Pd], [Pd].